From a dataset of the Open Reaction Database (ORD), a public repository of structured organic reaction records. describe an organic reaction: reactants, conditions, products, and yield The reactants are FC1=C(C=C2CCC(C2=C1)=O)OC (6-Fluoro-5-methoxy-indan-1-one), Cl (HCl), C(CCC)ON=O (n-butylnitrite). Run in CO (MeOH). Reaction conditions: time 2 hour. The product is FC1=C(C=C2CC(C(C2=C1)=O)=NO)OC (6-Fluoro-5-methoxy-indan-1,2-dione 2-oxime). Isolated yield 70.0%. As a reaction SMILES: [F:1][C:2]1[CH:10]=[C:9]2[C:5]([CH2:6][CH2:7][C:8]2=[O:11])=[CH:4][C:3]=1[O:12][CH3:13].Cl.C([O:19][N:20]=O)CCC>CO>[F:1][C:2]1[CH:10]=[C:9]2[C:5]([CH2:6][C:7](=[N:20][OH:19])[C:8]2=[O:11])=[CH:4][C:3]=1[O:12][CH3:13]. Reported procedure: To a solution of 6-Fluoro-5-methoxy-indan-1-one (4.8 g) in 65 ml of MeOH was added 2.7 ml of concentrated HCl, then a solution of n-butylnitrite (3.47 ml) at room temperature. The resulting mixture was stirred for 2 hrs, the precipitate was collected and dried to yield the product as a white solid (3.9 g, 70% yield). LC-MS: m/e 210 (MH+)